From a dataset of the Open Reaction Database (ORD), a public repository of structured organic reaction records. describe an organic reaction: reactants, conditions, products, and yield Reactants: COCc1ccc(CC(C)=O)cc1, CCO, NCC(O)c1ccc(O)c(CO)c1, O=[Pt]. The product is COCc1ccc(CC(C)NCC(O)c2ccc(O)c(CO)c2)cc1. Reaction SMILES: [CH3:1][O:2][CH2:3][c:4]1[cH:5][cH:6][c:7]([CH2:10][C:11]([CH3:12])=[O:13])[cH:8][cH:9]1.[CH3:27][CH2:28][OH:29].[OH:14][CH:15]([CH2:16][NH2:17])[c:18]1[cH:19][c:20]([CH2:25][OH:26])[c:21]([OH:24])[cH:22][cH:23]1.[Pt:30]=[O:31]>>[CH3:1][O:2][CH2:3][c:4]1[cH:5][cH:6][c:7]([CH2:10][CH:11]([CH3:12])[NH:17][CH2:16][CH:15]([OH:14])[c:18]2[cH:19][c:20]([CH2:25][OH:26])[c:21]([OH:24])[cH:22][cH:23]2)[cH:8][cH:9]1.